Task: describe an organic reaction: reactants, conditions, products, and yield. Dataset: the Open Reaction Database (ORD), a public repository of structured organic reaction records Starting materials: C(C)OC(=O)C1=C(N=C(S1)C)O (4-hydroxy-2-methyl-thiazole-5-carboxylic acid ethyl ester), N12CCCCCC2=NCCC1 (1,8-diazabicyclo[5.4.0]undec-7-ene), CN(C(=S)Cl)C (N,N-dimethyl-carbamothioyl chloride). Run in CN(C)C=O (DMF). Run at temperature 60 celsius, time 3 hour. The product is C(C)OC(=O)C1=C(N=C(S1)C)OC(N(C)C)=S (4-(dimethyl-carbamothioyl)oxy-2-methyl-thiazole-5-carboxylic acid ethyl ester). Isolated yield 55.3%. Reaction SMILES: [CH2:1]([O:3][C:4]([C:6]1[S:10][C:9]([CH3:11])=[N:8][C:7]=1[OH:12])=[O:5])[CH3:2].N12CCCN=C1CCCCC2.[CH3:24][N:25]([CH3:29])[C:26](Cl)=[S:27]>CN(C=O)C>[CH2:1]([O:3][C:4]([C:6]1[S:10][C:9]([CH3:11])=[N:8][C:7]=1[O:12][C:26](=[S:27])[N:25]([CH3:29])[CH3:24])=[O:5])[CH3:2]. Procedure details: To a mixture of 4-hydroxy-2-methyl-thiazole-5-carboxylic acid ethyl ester (7.2 g, 37.4 mmol) and 1,8-diazabicyclo[5.4.0]undec-7-ene (11.2 ml, 74.8 mmol) in DMF (50 ml) is added N,N-dimethyl-carbamothioyl chloride (6.94 g, 56.1 mmol). The mixture is stirred at RT for 14 h and at 60° C. for 3 h, poured onto water (100 ml) and extracted with EtOAc (3×50 ml). The combined organic layers are washed with water (2×50 ml), dried over sodium sulfate and concentrated. The residue is chromatographed (silic...